From a dataset of the Open Reaction Database (ORD), a public repository of structured organic reaction records. describe an organic reaction: reactants, conditions, products, and yield The reactants are O=C([O-])[O-], CC(C)(C)OC(=O)N1CC2CC1CN2, CCOC(=O)C(C)(C)Br, CC#N, [K+], [K+]. Yields the product CCOC(=O)C(C)(C)N1CC2CC1CN2C(=O)OC(C)(C)C. RXN SMILES: [C:10](=[O:11])([O-:12])[O-:13].[C:16]([CH3:17])([CH3:18])([CH3:19])[O:20][C:21](=[O:22])[N:23]1[CH:24]2[CH2:25][NH:26][CH:27]([CH2:28]1)[CH2:29]2.[CH2:1]([CH3:2])[O:3][C:4]([C:5]([CH3:6])([CH3:7])[Br:8])=[O:9].[CH3:30][C:31]#[N:32].[K+:14].[K+:15]>>[CH2:1]([CH3:2])[O:3][C:4]([C:5]([CH3:6])([CH3:7])[N:26]1[CH2:25][CH:24]2[N:23]([C:21]([O:20][C:16]([CH3:17])([CH3:18])[CH3:19])=[O:22])[CH2:28][CH:27]1[CH2:29]2)=[O:9]. Reactants: COC(=O)C1C(CCCC1)=O (2-oxo-cyclohexanecarboxylic acid methyl ester), N=1NC(=CC1)N (2H-pyrazol-3-ylamine), N1=CC=C2N=C3C(=C(N12)O)CCCCC3 (6,7,8,9-tetrahydro-5H-1,4,10a-triaza-cyclohepta[f]inden-10-ol). Solvent: C(C)(=O)O (acetic acid). The product is N1=CC=C2N=C3CCCCC3=C(N21)O (5,6,7,8-Tetrahydro-pyrazolo[5,1-b]quinazolin-9-ol). RXN SMILES: [N:1]1[N:9]2[C:4]([N:5]=[C:6]3[CH2:15][CH2:14][CH2:13][CH2:12]C[C:7]3=[C:8]2[OH:10])=[CH:3][CH:2]=1.COC(C1CCCCC1=O)=O.N1NC(N)=CC=1>C(O)(=O)C>[N:1]1[N:9]2[C:4]([N:5]=[C:6]3[C:7](=[C:8]2[OH:10])[CH2:12][CH2:13][CH2:14][CH2:15]3)=[CH:3][CH:2]=1. Procedure: Using the method described for the preparation of 6,7,8,9-tetrahydro-5H-1,4,10a-triaza-cyclohepta[f]inden-10-ol, the reaction of 2-oxo-cyclohexanecarboxylic acid methyl ester and 2H-pyrazol-3-ylamine in acetic acid provided the title compound. Reactants: [OH-].[Na+] (sodium hydroxide), N1(CCCCC1)CCCOC1=CC=C(C=O)C=C1 (4-(3-Piperidin-1-yl-propoxy)-benzaldehyde), C1(=CC=CC=C1)C=CCN1CCNCC1 (1-(3-phenyl-allyl)-piperazine), C(C)(=O)O[BH-](OC(C)=O)OC(C)=O.[Na+] (sodium triacetoxyborohydride), C(Cl)Cl (DCM). The solvent is C(C)(=O)O (acetic acid). Run at time 16 hour. The product is N.C(Cl)Cl (ammonia DCM), C1(=CC=CC=C1)C=CCN1CCN(CC1)CC1=CC=C(C=C1)OCCCN1CCCCC1 (1-(3-Phenyl-allyl)-4-[4-(3-piperidin-1-yl-propoxy)-benzyl]-piperazine). Isolated yield 1.0%. Reaction SMILES: [N:1]1([CH2:7][CH2:8][CH2:9][O:10][C:11]2[CH:18]=[CH:17][C:14]([CH:15]=O)=[CH:13][CH:12]=2)[CH2:6][CH2:5][CH2:4][CH2:3][CH2:2]1.[C:19]1([CH:25]=[CH:26][CH2:27][N:28]2[CH2:33][CH2:32][NH:31][CH2:30][CH2:29]2)[CH:24]=[CH:23][CH:22]=[CH:21][CH:20]=1.C(O[BH-](OC(=O)C)OC(=O)C)(=O)C.[Na+].[OH-].[Na+].[CH2:50]([Cl:52])[Cl:51]>C(O)(=O)C>[NH3:1].[CH2:50]([Cl:52])[Cl:51].[C:19]1([CH:25]=[CH:26][CH2:27][N:28]2[CH2:29][CH2:30][N:31]([CH2:15][C:14]3[CH:17]=[CH:18][C:11]([O:10][CH2:9][CH2:8][CH2:7][N:1]4[CH2:6][CH2:5][CH2:4][CH2:3][CH2:2]4)=[CH:12][CH:13]=3)[CH2:32][CH2:33]2)[CH:24]=[CH:23][CH:22]=[CH:21][CH:20]=1 |f:2.3,4.5,8.9|. Reported procedure: A solution of the product of Example 9 (215 mg), 1-(3-phenyl-allyl)-piperazine (176 mg), and acetic acid (0.06 mL) in DCM (3 mL) was treated with sodium triacetoxyborohydride (290 mg). After 16 h, the resulting mixture was treated with 10% sodium hydroxide (5 mL) and extracted with DCM (3×10 mL). The combined organic phases were dried (sodium sulfate) and evaporated. Chromatography of the residue (1-5% 2 M methanolic ammonia/DCM) gave the title compound as a colorless oil (303 mg). 1H NMR (400 M...